From a dataset of the Open Reaction Database (ORD), a public repository of structured organic reaction records. describe an organic reaction: reactants, conditions, products, and yield Starting materials: O=C([O-])[O-], CC(C)(C)c1cccc(C(C)(C)C)c1O, CS(C)=O, O=[N+]([O-])c1ccc(F)cc1, [K+], [K+]. Yields the product CC(C)(C)c1cc(-c2ccc([N+](=O)[O-])cc2)cc(C(C)(C)C)c1O. RXN SMILES: [C:16](=[O:17])([O-:18])[O-:19].[C:1]([CH3:2])([CH3:3])([CH3:4])[c:5]1[c:6]([OH:15])[c:7]([C:11]([CH3:12])([CH3:13])[CH3:14])[cH:8][cH:9][cH:10]1.[CH3:32][S:33]([CH3:34])=[O:35].[F:22][c:23]1[cH:24][cH:25][c:26]([N+:29](=[O:30])[O-:31])[cH:27][cH:28]1.[K+:20].[K+:21]>>[C:1]([CH3:2])([CH3:3])([CH3:4])[c:5]1[c:6]([OH:15])[c:7]([C:11]([CH3:12])([CH3:13])[CH3:14])[cH:8][c:9](-[c:23]2[cH:24][cH:25][c:26]([N+:29](=[O:30])[O-:31])[cH:27][cH:28]2)[cH:10]1. Starting materials: CO, COc1nc(OC)c2c(OC)c(OC)cc(Cl)c2n1, NN. Yields the product COc1nc(NN)c2c(OC)c(OC)cc(Cl)c2n1. As a reaction SMILES: [CH3:22][OH:23].[Cl:1][c:2]1[cH:3][c:4]([O:18][CH3:19])[c:5]([O:16][CH3:17])[c:6]2[c:7]([O:14][CH3:15])[n:8][c:9]([O:12][CH3:13])[n:10][c:11]12.[NH2:20][NH2:21]>>[Cl:1][c:2]1[cH:3][c:4]([O:18][CH3:19])[c:5]([O:16][CH3:17])[c:6]2[c:7]([NH:20][NH2:21])[n:8][c:9]([O:12][CH3:13])[n:10][c:11]12. The reactants are ice water, ice, S(O)(O)(=O)=O (sulphuric acid), BrC=1C=CC(=C(C1)C1OC12C(OC(C2=O)(C)C)(C)C)OC(F)F (2-(5-bromo-2-difluoromethoxyphenyl)-4,4,6,6-tetramethyl-1,5-dioxaspiro[2.4]heptan-7-one). Solvent: ClCCCl (1,2-dichloroethane). Conditions: temperature 0 celsius, time 2 hour. The product is BrC=1C=CC(=C(C1)C1C(C(OC(C1=O)(C)C)(C)C)=O)OC(F)F (4-(5-bromo-2-difluoromethoxyphenyl)-2,2,6,6-tetramethylpyran-3,5-dione). Isolated yield 29.5%. Reaction SMILES: S(=O)(=O)(O)O.[Br:6][C:7]1[CH:8]=[CH:9][C:10]([O:25][CH:26]([F:28])[F:27])=[C:11]([CH:13]2[C:15]3([C:19](=[O:20])[C:18]([CH3:22])([CH3:21])[O:17][C:16]3([CH3:24])[CH3:23])[O:14]2)[CH:12]=1>ClCCCl>[Br:6][C:7]1[CH:8]=[CH:9][C:10]([O:25][CH:26]([F:27])[F:28])=[C:11]([CH:13]2[C:19](=[O:20])[C:18]([CH3:22])([CH3:21])[O:17][C:16]([CH3:24])([CH3:23])[C:15]2=[O:14])[CH:12]=1. Procedure: To an ice-cold solution of concentrated sulphuric acid (12 ml) is added a second solution of 2-(5-bromo-2-difluoromethoxyphenyl)-4,4,6,6-tetramethyl-1,5-dioxaspiro[2.4]heptan-7-one (7.22 g, 18.00 mmol) in 1,2-dichloroethane (12 ml) dropwise over 5 minutes. This biphasic mixture is stirred vigorously for 2 hours at 0° C., then allowed to stand at room temperature overnight. The reaction mixture is poured into ice-water, rinsing with a small amount of additional 1,2-dichloroethane/water, then conc... RXN SMILES: [C:1](=[O:2])([O:3][CH3:4])[c:5]1[cH:6][cH:7][c:8]([CH2:11][C:12]([CH3:13])=[N:14][OH:15])[cH:9][cH:10]1.[CH:18]([Cl:19])([Cl:20])[Cl:21].[H:16][H:17].[Pt:22]=[O:23]>>[C:1](=[O:2])([O:3][CH3:4])[c:5]1[cH:6][cH:7][c:8]([CH2:11][CH:12]([CH3:13])[NH2:14])[cH:9][cH:10]1. Starting materials: COC(=O)c1ccc(CC(C)=NO)cc1, ClC(Cl)Cl, [H][H], O=[Pt]. Product: COC(=O)c1ccc(CC(C)N)cc1. The reactants are C(C1=CC=CC=C1)(=O)[C@]1([C@@H](OC)O[C@@H]([C@]([C@@]1(O)C(C1=CC=CC=C1)=O)(O)C(C1=CC=CC=C1)=O)C(O)S(=O)(=O)C1=CC=C(C)C=C1)O (Methyl 2,3,4-tribenzoyl-6-tosyl-α-D-mannopyranoside), [N-]=[N+]=[N-].[Na+] (NaN3), O (water). Run in CN(C)C=O (DMF). Conditions: time 24 hour. Product: C(C1=CC=CC=C1)(=O)[C@]1([C@@H](OC)O[C@@H]([C@]([C@@]1(O)C(C1=CC=CC=C1)=O)(O)C(C1=CC=CC=C1)=O)C(O)N=[N+]=[N-])O (Methyl 2,3,4tribenzoyl-6-azido-α-D-mannopyranoside). As a reaction SMILES: [C:1]([C@:9]1([OH:47])[C@@:16]([C:18](=[O:25])[C:19]2[CH:24]=[CH:23][CH:22]=[CH:21][CH:20]=2)([OH:17])[C@:15]([C:27](=[O:34])[C:28]2[CH:33]=[CH:32][CH:31]=[CH:30][CH:29]=2)([OH:26])[C@@H:14]([CH:35](S(C2C=CC(C)=CC=2)(=O)=O)[OH:36])[O:13][C@@H:10]1[O:11][CH3:12])(=[O:8])[C:2]1[CH:7]=[CH:6][CH:5]=[CH:4][CH:3]=1.[N-:48]=[N+:49]=[N-:50].[Na+].O>CN(C=O)C>[C:1]([C@:9]1([OH:47])[C@@:16]([C:18](=[O:25])[C:19]2[CH:24]=[CH:23][CH:22]=[CH:21][CH:20]=2)([OH:17])[C@:15]([C:27](=[O:34])[C:28]2[CH:33]=[CH:32][CH:31]=[CH:30][CH:29]=2)([OH:26])[C@@H:14]([CH:35]([N:48]=[N+:49]=[N-:50])[OH:36])[O:13][C@@H:10]1[O:11][CH3:12])(=[O:8])[C:2]1[CH:7]=[CH:6][CH:5]=[CH:4][CH:3]=1 |f:1.2|. Reported procedure: 10 g of compound 2 and 3 g of NaN3 were dissolved in 100 cc of DMF. Reaction was allowed to proceed for 24 hrs at 70° C. after which the reaction mass was poured into 1 liter of water. Compound 5, obtained as a solid, was recrystallized from acetone giving 8 g (quant.) after drying over P2O5. M.p. 111° C.; 1H NMR (CDCl3): δ 8.22, 8.07, 7.92 (d,d,d, 2H each, benzoyl), 7.38-7.66 (m, 9H, benzoyl), 6.0—5.96 (m, 2H, H2,3), 5.8 (m, 1H, H4), 5.13 (d, 1H, H1), 4.47 (m, 1H, H5), 3.69 (s, 3H, OMe), 3.62 (... RXN SMILES: [F:1][C:2]1[CH:7]=[CH:6][CH:5]=[CH:4][C:3]=1[N:8]1[C:12]([C:13]2[CH:18]=[CH:17][N:16]=[CH:15][CH:14]=2)=[C:11]([C:19]2[O:23][N:22]=[C:21]([C:24]3[CH:25]=[C:26]([CH:29]=[CH:30][CH:31]=3)[CH:27]=O)[N:20]=2)[N:10]=[N:9]1.[NH:32]1[CH2:36][CH2:35][CH:34]([OH:37])[CH2:33]1>>[F:1][C:2]1[CH:7]=[CH:6][CH:5]=[CH:4][C:3]=1[N:8]1[C:12]([C:13]2[CH:14]=[CH:15][N:16]=[CH:17][CH:18]=2)=[C:11]([C:19]2[O:23][N:22]=[C:21]([C:24]3[CH:25]=[C:26]([CH:29]=[CH:30][CH:31]=3)[CH2:27][N:32]3[CH2:36][CH2:35][CH:34]([OH:37])[CH2:33]3)[N:20]=2)[N:10]=[N:9]1. Yields the product FC1=C(C=CC=C1)N1N=NC(=C1C1=CC=NC=C1)C1=NC(=NO1)C=1C=C(CN2CC(CC2)O)C=CC1 (1-(3-{5-[1-(2-fluorophenyl)-5-pyridin-4-yl-1H-1,2,3-triazol-4-yl]-1,2,4-oxadiazol-3-yl}benzyl)pyrrolidin-3-ol), Example 134. Procedure details: The title compound was prepared following the procedure described for Example 94, starting from 3-(5-(1-(2-fluorophenyl)-5-(pyridin-4-yl)-1H-1,2,3-triazol-4-yl)-1,2,4-oxadiazol-3-yl)benzaldehyde (100 mg; 0.24 mmol) and 3-pyrrolidinol (32.7 mg; 0.48 mmol) to give Example 134 as an off-white solid. 1H NMR: (DMSO-d6, 400 MHz) δ 8.76-8.73 (2H, m), 7.97 (1H, s), 7.96-7.84 (2H, m), 7.76-7.69 (1H, m), 7.61 (2H, dd, J=4.5, 1.6 Hz), 7.59-7.49 (4H, m), 4.74 (1H, d, J=4.4 Hz), 4.29-4.21 (1H, m), 3.75-3.63 ... Starting materials: FC1=C(C=CC=C1)N1N=NC(=C1C1=CC=NC=C1)C1=NC(=NO1)C=1C=C(C=O)C=CC1 (3-(5-(1-(2-fluorophenyl)-5-(pyridin-4-yl)-1H-1,2,3-triazol-4-yl)-1,2,4-oxadiazol-3-yl)benzaldehyde), N1CC(CC1)O (3-pyrrolidinol). Reactants: COC1=CC=C(C=C1)P1(SP(S1)(C1=CC=C(C=C1)OC)=S)=S (2,4-bis(4-methoxyphenyl)-1,3-dithia-2,4-diphosphetane-2,4-disulfide), ClC1=CC=C(CN2C=C(C3=CC=CC=C23)C(C(=O)NC=2C=C3C=CC=NC3=CC2)=O)C=C1 (2-[1-(4-chlorobenzyl)-1H-indol-3-yl]-2-oxo-N-quinolin-6-ylacetamide). Run in C1(=CC=CC=C1)C (toluene). Reaction conditions: temperature 75 celsius. The product is ClC1=CC=C(CN2C=C(C3=CC=CC=C23)C(C(=O)NC=2C=C3C=CC=NC3=CC2)=S)C=C1 (2-[1-(4-chlorobenzyl)-1H-indol-3-yl]-N-quinolin-6-yl-2-thioxoacetamide). Reaction SMILES: COC1C=CC(P2(=S)SP(=S)(C3C=CC(OC)=CC=3)[S:10]2)=CC=1.[Cl:23][C:24]1[CH:54]=[CH:53][C:27]([CH2:28][N:29]2[C:37]3[C:32](=[CH:33][CH:34]=[CH:35][CH:36]=3)[C:31]([C:38](=O)[C:39]([NH:41][C:42]3[CH:43]=[C:44]4[C:49](=[CH:50][CH:51]=3)[N:48]=[CH:47][CH:46]=[CH:45]4)=[O:40])=[CH:30]2)=[CH:26][CH:25]=1>C1(C)C=CC=CC=1>[Cl:23][C:24]1[CH:54]=[CH:53][C:27]([CH2:28][N:29]2[C:37]3[C:32](=[CH:33][CH:34]=[CH:35][CH:36]=3)[C:31]([C:38](=[S:10])[C:39]([NH:41][C:42]3[CH:43]=[C:44]4[C:49](=[CH:50][CH:51]=3)[N:48]=[CH:47][CH:46]=[CH:45]4)=[O:40])=[CH:30]2)=[CH:26][CH:25]=1. Reported procedure: 3.68 g (9.1 mMol) of 2,4-bis(4-methoxyphenyl)-1,3-dithia-2,4-diphosphetane-2,4-disulfide are added, under nitrogen, to a suspension of 4.00 g (9.1 mMol) of 2-[1-(4-chlorobenzyl)-1H-indol-3-yl]-2-oxo-N-quinolin-6-ylacetamide in 200 ml of toluene, after which the mixture is heated at 75° C. for 3 h. The residue which has formed is filtered off in the hot from the reaction solution and subsequently washed with 100 ml of methylene chloride. The filtrate is concentrated in vacuo and the residue is ch... Starting materials: Clc1ccnc2cc(Br)cnc12, N, C1COCCO1, O. Yields the product Nc1ccnc2cc(Br)cnc12. Reaction SMILES: [Br:1][c:2]1[cH:3][n:4][c:5]2[c:6]([Cl:12])[cH:7][cH:8][n:9][c:10]2[cH:11]1.[NH3:13].[O:15]1[CH2:16][CH2:17][O:18][CH2:19][CH2:20]1.[OH2:14]>>[Br:1][c:2]1[cH:3][n:4][c:5]2[c:6]([NH2:13])[cH:7][cH:8][n:9][c:10]2[cH:11]1. The product is N1C=NC(=C1)C=1C=C(C=CC1)O (3-(1H-Imidazol-4-yl)phenol), SiO2. RXN SMILES: C([N:20]1[CH:24]=[C:23]([C:25]2[CH:26]=[C:27]([OH:31])[CH:28]=[CH:29][CH:30]=2)[N:22]=[CH:21]1)(C1C=CC=CC=1)(C1C=CC=CC=1)C1C=CC=CC=1.CO.Cl.C(=O)([O-])O.[Na+]>C(Cl)(Cl)Cl>[NH:20]1[CH:24]=[C:23]([C:25]2[CH:26]=[C:27]([OH:31])[CH:28]=[CH:29][CH:30]=2)[N:22]=[CH:21]1 |f:3.4|. Procedure: A solution of 0.170 g of 3-(1-trityl-1H-imidazol-4-yl)phenol, 4.5 ml of methanol, 1.5 ml of chloroform and 1.5 ml of 2N HCl is stirred at 55° C. for 2 hours. After cooling, the reaction mixture is admixed with 35 ml of aqueous saturated sodium hydrogencarbonate solution and extracted twice with 75 ml of dichloromethane. The combined organic phases are washed with 35 ml of brine, dried over sodium sulphate and concentrated by evaporation. The title compound is obtained as a white solid from the r... Starting materials: C(C1=CC=CC=C1)(C1=CC=CC=C1)(C1=CC=CC=C1)N1C=NC(=C1)C=1C=C(C=CC1)O (3-(1-trityl-1H-imidazol-4-yl)phenol), CO (methanol), Cl (HCl), C(O)([O-])=O.[Na+] (sodium hydrogencarbonate). The solvent is C(Cl)(Cl)Cl (chloroform). The reactants are C=1(SC=C2C1C=CC=C2)S(=O)(=O)NC(CN)=O (N-(benzo[c]thiophen-1-ylsulfonyl)glycinamide), [H-].[Na+] (sodium hydride), [H-].[Na+] (sodium hydride), O (water), resultant mixture, ClC(=O)OC (Methyl chloroformate). Solvent: CN(C=O)C (N,N-dimethylformamide). Reaction conditions: time 30 minute. The product is C=1(SC=C2C1C=CC=C2)S(=O)(=O)NC(CNC(=O)OC)=O (N-(benzo[c]thiophen-1-ylsulfonyl)N2 -methoxycarbonylglycinamide). Reaction SMILES: [C:1]1([S:10]([NH:13][C:14](=[O:17])[CH2:15][NH2:16])(=[O:12])=[O:11])[S:2][CH:3]=[C:4]2[CH:9]=[CH:8][CH:7]=[CH:6][C:5]=12.[H-].[Na+].Cl[C:21]([O:23][CH3:24])=[O:22].O>CN(C)C=O>[C:1]1([S:10]([NH:13][C:14](=[O:17])[CH2:15][NH:16][C:21]([O:23][CH3:24])=[O:22])(=[O:11])=[O:12])[S:2][CH:3]=[C:4]2[CH:9]=[CH:8][CH:7]=[CH:6][C:5]=12 |f:1.2|. Reported procedure: To a solution of the product obtained in Step 1 (0.45 g) in N,N-dimethylformamide (5 ml) was added slowly 60% sodium hydride (75 mg) under ice-cooling, and the mixture was stirred for 30 minutes at room temperature. Methyl chloroformate (0.14 ml) was added to the above-mentioned mixture followed by stirring for 20 minutes at room temperature. 60% sodium hydride (75 mg) was added to the solution, and the mixture was stirred for 1.5 hours at room temperature, then 15 minutes at 70° C. After coolin...